From a dataset of the Open Reaction Database (ORD), a public repository of structured organic reaction records. describe an organic reaction: reactants, conditions, products, and yield Reactants: ClCC=1C=CC(=NC1)CCOC1=CC=C(C=C1)[N+](=O)[O-] (5-chloromethyl-2-[2-(4-nitrophenoxy)-ethyl]pyridine), [C-]#N.[K+] (potassium cyanide), CN(C=O)C (N,N-dimethylformamide). Solvent: O (water). Conditions: temperature 60 celsius, time 2 hour. Yields the product C(#N)CC=1C=CC(=NC1)CCOC1=CC=C(C=C1)[N+](=O)[O-] (5-cyanomethyl-2-[2-(4-nitrophenoxy)ethyl]pyridine). Yield: 98.0%. As a reaction SMILES: Cl[CH2:2][C:3]1[CH:4]=[CH:5][C:6]([CH2:9][CH2:10][O:11][C:12]2[CH:17]=[CH:16][C:15]([N+:18]([O-:20])=[O:19])=[CH:14][CH:13]=2)=[N:7][CH:8]=1.[C-]#N.[K+].[CH3:24][N:25](C)C=O>O>[C:24]([CH2:2][C:3]1[CH:4]=[CH:5][C:6]([CH2:9][CH2:10][O:11][C:12]2[CH:17]=[CH:16][C:15]([N+:18]([O-:20])=[O:19])=[CH:14][CH:13]=2)=[N:7][CH:8]=1)#[N:25] |f:1.2|. Procedure details: A mixture of 5-chloromethyl-2-[2-(4-nitrophenoxy)-ethyl]pyridine (9.5 g), potassium cyanide (3.2 g) and N,N-dimethylformamide (100 ml) was stirred at 60° C. for 2 hours. The reaction mixture was poured into water and extracted with ethyl acetate. The ethyl acetate layer was washed with water, dried over magnesium sulfate and concentrated under reduced pressure to obtain 5-cyanomethyl-2-[2-(4-nitrophenoxy)ethyl]pyridine (9.0 g, yield: 98%). This compound was recrystallized from ethyl acetate-hexa... Starting materials: N#Cc1ccc(N)c(S(N)(=O)=O)c1, O=C(O)CN(CCN(CC(=O)O)CC(=O)O)CC(=O)O, C1CCOC1, Cn1ccnc1, CO, [Li]CCCC, ClCCl, [Na+], [OH-], c1ccc(P(c2ccccc2)(c2ccccc2)[Pd](P(c2ccccc2)(c2ccccc2)c2ccccc2)(P(c2ccccc2)(c2ccccc2)c2ccccc2)P(c2ccccc2)(c2ccccc2)c2ccccc2)cc1. The product is Cn1ccnc1-c1ccc(N)c(S(N)(=O)=O)c1. As a reaction SMILES: [C:12](#[N:13])[c:14]1[cH:15][cH:16][c:17]([NH2:24])[c:18]([S:20](=[O:21])(=[O:22])[NH2:23])[cH:19]1.[CH2:25]([N:26]([CH2:27][C:28]([OH:29])=[O:30])[CH2:31][C:32]([OH:33])=[O:34])[CH2:35][N:36]([CH2:37][C:38]([OH:39])=[O:40])[CH2:41][C:42]([OH:43])=[O:44].[CH2:47]1[O:48][CH2:49][CH2:50][CH2:51]1.[CH3:1][n:2]1[cH:3][n:4][cH:5][cH:6]1.[CH3:52][OH:53].[CH3:7][CH2:8][CH2:9][CH2:10][Li:11].[Cl:54][CH2:55][Cl:56].[Na+:46].[OH-:45].[cH:57]1[cH:58][cH:59][c:60]([P:61]([Pd:62]([P:63]([c:64]2[cH:65][cH:66][cH:67][cH:68][cH:69]2)([c:70]2[cH:71][cH:72][cH:73][cH:74][cH:75]2)[c:76]2[cH:77][cH:78][cH:79][cH:80][cH:81]2)([P:82]([c:83]2[cH:84][cH:85][cH:86][cH:87][cH:88]2)([c:89]2[cH:90][cH:91][cH:92][cH:93][cH:94]2)[c:95]2[cH:96][cH:97][cH:98][cH:99][cH:100]2)[P:101]([c:102]2[cH:103][cH:104][cH:105][cH:106][cH:107]2)([c:108]2[cH:109][cH:110][cH:111][cH:112][cH:113]2)[c:114]2[cH:115][cH:116][cH:117][cH:118][cH:119]2)([c:120]2[cH:121][cH:122][cH:123][cH:124][cH:125]2)[c:126]2[cH:127][cH:128][cH:129][cH:130][cH:131]2)[cH:132][cH:133]1>>[CH3:1][n:2]1[c:3](-[c:14]2[cH:15][cH:16][c:17]([NH2:24])[c:18]([S:20](=[O:21])(=[O:22])[NH2:23])[cH:19]2)[n:4][cH:5][cH:6]1. The reactants are CCCN(CC)S(=O)(=O)N=C=S, Clc1ccc(C2=NNCC2c2ccccc2)cc1, ClCCl. Product: CCCN(CC)S(=O)(=O)NC(=S)N1CC(c2ccccc2)C(c2ccc(Cl)cc2)=N1. As a reaction SMILES: [CH2:1]([CH3:2])[N:3]([S:4](=[O:5])(=[O:6])[N:7]=[C:8]=[S:9])[CH2:10][CH2:11][CH3:12].[Cl:13][c:14]1[cH:15][cH:16][c:17]([C:20]2=[N:21][NH:22][CH2:23][CH:24]2[c:25]2[cH:26][cH:27][cH:28][cH:29][cH:30]2)[cH:18][cH:19]1.[Cl:31][CH2:32][Cl:33]>>[CH2:1]([CH3:2])[N:3]([S:4](=[O:5])(=[O:6])[NH:7][C:8](=[S:9])[N:22]1[N:21]=[C:20]([c:17]2[cH:16][cH:15][c:14]([Cl:13])[cH:19][cH:18]2)[CH:24]([c:25]2[cH:26][cH:27][cH:28][cH:29][cH:30]2)[CH2:23]1)[CH2:10][CH2:11][CH3:12]. The reactants are C1(=CC=CC=C1)C (toluene), OC1CC(N(C(C1)(C)C)C)(C)C (4-hydroxy-1,2,2,6,6-pentamethylpiperidine), C(Cl)C1CO1 (epichlorohydrin), [OH-].[Na+] (sodium hydroxide). Reagents/catalysts: [Br-].C(CCC)[N+](CCCC)(CCCC)CCCC (tetrabutylammonium bromide). Run in ice water, O (water). Run at time 4 hour. Product: CN1C(CC(CC1(C)C)OCC1CO1)(C)C (1,2,2,6,6-Pentamethyl-4-(2,3-epoxypropoxy)piperidine). As a reaction SMILES: [OH-].[Na+].C1(C)C=CC=CC=1.[OH:10][CH:11]1[CH2:16][C:15]([CH3:18])([CH3:17])[N:14]([CH3:19])[C:13]([CH3:21])([CH3:20])[CH2:12]1.[CH2:22]([CH:24]1[O:26][CH2:25]1)Cl>O.[Br-].C([N+](CCCC)(CCCC)CCCC)CCC>[CH3:19][N:14]1[C:13]([CH3:21])([CH3:20])[CH2:12][CH:11]([O:10][CH2:22][CH:24]2[O:26][CH2:25]2)[CH2:16][C:15]1([CH3:17])[CH3:18] |f:0.1,6.7|. Reported procedure: 300 g (7.5 mol) of sodium hydroxide are dissolved in 300 g of water under an argon atmosphere in a 2.5 l sulfonation flask fitted with mechanical stirrer, condenser and 500 l dropping funnel. 750 ml of toluene, 48.4 g (0.15 mol) of tetrabutylammonium bromide and 257 g (1.5 mol) of 4-hydroxy-1,2,2,6,6-pentamethylpiperidine are added. 347 g of epichlorohydrin (3.75 mol) are added dropwise at 60° C. over the course of 1.5 hours, and the mixture is subsequently stirred at the same temperature for a ...